This data is from the Open Reaction Database (ORD), a public repository of structured organic reaction records. The task is: describe an organic reaction: reactants, conditions, products, and yield Reactants: N(CCO)CCO (diethanolamine), ClC1=CC(=NC(=C1)C1=NC=CC=C1)C1=NC=CC=C1 (4′-chloro-[2,2′;6′,2″]-terpyridine). The reagents and catalysts are O.O.O.O.[Cl-].[Mn+2].[Cl-] (manganese(II) chloride tetrahydrate). Solvent: CO (methanol), [OH-].[Na+] (sodium hydroxide), C(C)#N.O (acetonitrile water). Product: OCCN(CCO)C1=CC(=NC(=C1)C1=NC=CC=C1)C1=NC=CC=C1 (2-[(2-hydroxy-ethyl)-[2,2′;6′,2″]-terpyridin-4′-yl-amino]-ethanol). RXN SMILES: [NH:1]([CH2:5][CH2:6][OH:7])[CH2:2][CH2:3][OH:4].Cl[C:9]1[CH:14]=[C:13]([C:15]2[CH:20]=[CH:19][CH:18]=[CH:17][N:16]=2)[N:12]=[C:11]([C:21]2[CH:26]=[CH:25][CH:24]=[CH:23][N:22]=2)[CH:10]=1>CO.[OH-].[Na+].C(#N)C.O.O.O.O.O.[Cl-].[Mn+2].[Cl-]>[OH:4][CH2:3][CH2:2][N:1]([C:9]1[CH:14]=[C:13]([C:15]2[CH:20]=[CH:19][CH:18]=[CH:17][N:16]=2)[N:12]=[C:11]([C:21]2[CH:26]=[CH:25][CH:24]=[CH:23][N:22]=2)[CH:10]=1)[CH2:5][CH2:6][OH:7] |f:3.4,5.6,7.8.9.10.11.12.13|. Procedure: 3.41 g (17.2 mmol) of manganese(II) chloride tetrahydrate and 98 g (0.93 mol) of diethanolamine are added in succession to a mixture of 2.14 g (8 mmol) of 4′-chloro-[2,2′;6′,2″]-terpyridine in 200 ml of methanol. The mixture is heated at reflux for 14 hours, cooled and concentrated. The residue so obtained is stirred in 250 ml of sodium hydroxide solution in acetonitrile/water 1:1 (v/v, pH>12) for 20 hours in air. Acetonitrile is removed using a rotary evaporator and the aqueous portion is extra... Yields the product CC(C)(C)NC(=O)C1CC2CCCC2N1CC(O)C(Cc1ccccc1)NC(=O)OCc1ccccc1. As a reaction SMILES: [C:23]([CH3:24])([CH3:25])([CH3:26])[NH:27][C:28](=[O:29])[CH:30]1[CH2:31][CH:32]2[CH:33]([NH:34]1)[CH2:35][CH2:36][CH2:37]2.[CH2:1]([c:2]1[cH:3][cH:4][cH:5][cH:6][cH:7]1)[O:8][C:9](=[O:10])[NH:11][CH:12]([CH:13]1[CH2:14][O:15]1)[CH2:16][c:17]1[cH:18][cH:19][cH:20][cH:21][cH:22]1.[CH3:38][CH2:39][OH:40]>>[CH2:1]([c:2]1[cH:3][cH:4][cH:5][cH:6][cH:7]1)[O:8][C:9](=[O:10])[NH:11][CH:12]([CH:13]([CH2:14][N:34]1[CH:30]([C:28]([NH:27][C:23]([CH3:24])([CH3:25])[CH3:26])=[O:29])[CH2:31][CH:32]2[CH:33]1[CH2:35][CH2:36][CH2:37]2)[OH:15])[CH2:16][c:17]1[cH:18][cH:19][cH:20][cH:21][cH:22]1. The reactants are CC(C)(C)NC(=O)C1CC2CCCC2N1, O=C(NC(Cc1ccccc1)C1CO1)OCc1ccccc1, CCO. Yield: 74.7%. The solvent is COCCOC (DME). RXN SMILES: [CH3:1][C:2]1[N:3]([C:17]2[CH:22]=[CH:21][C:20](Br)=[CH:19][CH:18]=2)[C:4]([C:7]2[CH:12]=[CH:11][C:10]([S:13]([CH3:16])(=[O:15])=[O:14])=[CH:9][CH:8]=2)=[CH:5][CH:6]=1.[S:24]1[CH:28]=[CH:27][C:26](B(O)O)=[CH:25]1.C([O-])(O)=O.[Na+]>COCCOC.C1C=CC(P(C2C=CC=CC=2)C2C=CC=CC=2)=CC=1.C1C=CC(P(C2C=CC=CC=2)C2C=CC=CC=2)=CC=1.Cl[Pd]Cl>[CH3:1][C:2]1[N:3]([C:17]2[CH:22]=[CH:21][C:20]([C:26]3[CH:27]=[CH:28][S:24][CH:25]=3)=[CH:19][CH:18]=2)[C:4]([C:7]2[CH:12]=[CH:11][C:10]([S:13]([CH3:16])(=[O:15])=[O:14])=[CH:9][CH:8]=2)=[CH:5][CH:6]=1 |f:2.3,5.6.7|. Product: CC=1N(C(=CC1)C1=CC=C(C=C1)S(=O)(=O)C)C1=CC=C(C=C1)C1=CSC=C1 (2-Methyl-5-[4-(methylsulfonyl)phenyl]-1-[4-(3-thienyl)phenyl]-1H-pyrrole). Starting materials: CC=1N(C(=CC1)C1=CC=C(C=C1)S(=O)(=O)C)C1=CC=C(C=C1)Br (2-methyl 5-[4-(methylsulfonyl)phenyl]-1-(4-bromophenyl)-1H-pyrrole), S1C=C(C=C1)B(O)O (thiophene-3-boronic acid), C(=O)(O)[O-].[Na+] (NaHCO3). Reagents/catalysts: C1=CC=C(C=C1)P(C2=CC=CC=C2)C3=CC=CC=C3.C1=CC=C(C=C1)P(C2=CC=CC=C2)C3=CC=CC=C3.Cl[Pd]Cl (bis(triphenylphosphine)palladium(II)chloride). Reported procedure: To a stirred solution of 2-methyl 5-[4-(methylsulfonyl)phenyl]-1-(4-bromophenyl)-1H-pyrrole (0.2 g, 0.51 mmol) in DME (6 ML) was added thiophene-3-boronic acid (0.079 g, 0.61 mmol), bis(triphenylphosphine)palladium(II)chloride (0.04 g, 0.06 mmol) and saturated NaHCO3 solution (2 mL) at room temperature under nitrogen. The mixture was heated at reflux temperature for 6 hours, and cooled down to room temperature. The reaction mixture was filtered through celite, the filtrate was poured into water ... The reactants are ClC1=C(C(=CC=C1)Cl)[C@H](C)N ((S)-1-(2,6-dichlorophenyl)ethanamine), C(C)(C)(C)OC(=O)C1=C(C=CC=C1)C1=CC=C(C=C1)CN1C(=C(C2=CC(=CC=C12)C(=O)O)C)C (1-((2′-(tert-butoxycarbonyl)-[1,1′-biphenyl]-4-yl)methyl)-2,3-dimethyl-1H-indole-5-carboxylic acid). The product is ClC1=C(C(=CC=C1)Cl)[C@H](C)NC(=O)C=1C=C2C(=C(N(C2=CC1)CC1=CC=C(C=C1)C=1C(=CC=CC1)C(=O)O)C)C ((S)-4′-((5-((1-(2,6-dichlorophenyl)ethyl)carbamoyl)-2,3-dimethyl-1H-indol-1-yl)methyl)-[1,1′-biphenyl]-2-carboxylic acid). Reaction SMILES: [Cl:1][C:2]1[CH:7]=[CH:6][CH:5]=[C:4]([Cl:8])[C:3]=1[C@@H:9]([NH2:11])[CH3:10].C([O:16][C:17]([C:19]1[CH:24]=[CH:23][CH:22]=[CH:21][C:20]=1[C:25]1[CH:30]=[CH:29][C:28]([CH2:31][N:32]2[C:40]3[C:35](=[CH:36][C:37]([C:41](O)=[O:42])=[CH:38][CH:39]=3)[C:34]([CH3:44])=[C:33]2[CH3:45])=[CH:27][CH:26]=1)=[O:18])(C)(C)C>>[Cl:1][C:2]1[CH:7]=[CH:6][CH:5]=[C:4]([Cl:8])[C:3]=1[C@@H:9]([NH:11][C:41]([C:37]1[CH:36]=[C:35]2[C:40](=[CH:39][CH:38]=1)[N:32]([CH2:31][C:28]1[CH:27]=[CH:26][C:25]([C:20]3[C:19]([C:17]([OH:18])=[O:16])=[CH:24][CH:23]=[CH:22][CH:21]=3)=[CH:30][CH:29]=1)[C:33]([CH3:45])=[C:34]2[CH3:44])=[O:42])[CH3:10]. Reported procedure: The title compound was prepared following the same general protocol as described in Step 8-9, Example 1, using (S)-1-(2,6-dichlorophenyl)ethanamine and 1-((2′-(tert-butoxycarbonyl)-[1,1′-biphenyl]-4-yl)methyl)-2,3-dimethyl-1H-indole-5-carboxylic acid. ESI-MS (m/z): 571 [M+H]+.